From a dataset of the Open Reaction Database (ORD), a public repository of structured organic reaction records. describe an organic reaction: reactants, conditions, products, and yield The reactants are FC(OC=1C=C(C=CC1)S(=O)[O-])(F)F.[Na+] (Sodium 3-trifluoromethoxybenzenesulfinate), BrC1=C(C=2C3=C(N(C2C(=C1)C)C)CC1CCC3N1)C(=O)OC(C)(C)C (tert-butyl 2-bromo-4,5-dimethyl-5,6,7,8,9,10-hexahydro-7,10-epiminocyclohepta[b]indole-carboxylate). The product is FC(OC=1C=C(C=CC1)S(=O)(=O)C1=C(C=2C3=C(N(C2C(=C1)C)C)CC1CCC3N1)C(=O)OC(C)(C)C)(F)F (tert-butyl 2-(3-trifluoromethoxy-phenyl)sulfonyl-4,5-dimethyl-5,6,7,8,9,10-hexahydro-7,10-epiminocyclohepta[b]indole-carboxylate). The yield is 26.0%. As a reaction SMILES: [F:1][C:2]([F:14])([F:13])[O:3][C:4]1[CH:5]=[C:6]([S:10]([O-:12])=[O:11])[CH:7]=[CH:8][CH:9]=1.[Na+].Br[C:17]1[CH:25]=[C:24]([CH3:26])[C:23]2[N:22]([CH3:27])[C:21]3[CH2:28][CH:29]4[NH:33][CH:32]([C:20]=3[C:19]=2[C:18]=1[C:34]([O:36][C:37]([CH3:40])([CH3:39])[CH3:38])=[O:35])[CH2:31][CH2:30]4>>[F:14][C:2]([F:1])([F:13])[O:3][C:4]1[CH:5]=[C:6]([S:10]([C:17]2[CH:25]=[C:24]([CH3:26])[C:23]3[N:22]([CH3:27])[C:21]4[CH2:28][CH:29]5[NH:33][CH:32]([C:20]=4[C:19]=3[C:18]=2[C:34]([O:36][C:37]([CH3:40])([CH3:39])[CH3:38])=[O:35])[CH2:31][CH2:30]5)(=[O:12])=[O:11])[CH:7]=[CH:8][CH:9]=1 |f:0.1|. Procedure details: Intermediate 3 was coupled to the product of Example 71, step C following the procedure of Example 71, step D. The crude product was purified by flash column chromatography (SiO2, 8:2 hexanes/ethyl acetate) to give tert-butyl 2-(3-trifluoromethoxy-phenyl)sulfonyl-4,5-dimethyl-5,6,7,8,9,10-hexahydro-7,10-epiminocyclohepta[b]indole-carboxylate (58 mg, 26%) as a light-yellow solid: 1H NMR (CDCl3, 300 MHz) δ 8.02 (br s, 1H), 7.85-7.90 (m, 1H), 7.81 (br s, 1H), 7.50 (t, J=8.1 Hz, 1H), 7.31-7.37 (m, 2... Reactants: NC1=C(C(=NC2=CC=CC(=C12)OC[C@H](CC)N)C)C(=O)OCC ((S)-ethyl 4-amino-5-(2-aminobutoxy)-2-methylquinoline-3-carboxylate), OC=1C=C(C(=O)O)C=CC1 (3-hydroxybenzoic acid). The product is NC1=C(C(=NC2=CC=CC(=C12)OC[C@H](CC)NC(C1=CC(=CC=C1)O)=O)C)C(=O)OCC ((S)-ethyl 4-amino-5-(2-(3-hydroxybenzamido)butoxy)-2-methylquinoline-3-carboxylate). RXN SMILES: [NH2:1][C:2]1[C:11]2[C:6](=[CH:7][CH:8]=[CH:9][C:10]=2[O:12][CH2:13][C@@H:14]([NH2:17])[CH2:15][CH3:16])[N:5]=[C:4]([CH3:18])[C:3]=1[C:19]([O:21][CH2:22][CH3:23])=[O:20].[OH:24][C:25]1[CH:26]=[C:27]([CH:31]=[CH:32][CH:33]=1)[C:28](O)=[O:29]>>[NH2:1][C:2]1[C:11]2[C:6](=[CH:7][CH:8]=[CH:9][C:10]=2[O:12][CH2:13][C@@H:14]([NH:17][C:28](=[O:29])[C:27]2[CH:31]=[CH:32][CH:33]=[C:25]([OH:24])[CH:26]=2)[CH2:15][CH3:16])[N:5]=[C:4]([CH3:18])[C:3]=1[C:19]([O:21][CH2:22][CH3:23])=[O:20]. Reported procedure: Prepared as in Example 24a from (S)-ethyl 4-amino-5-(2-aminobutoxy)-2-methylquinoline-3-carboxylate (Example 97b) and 3-hydroxybenzoic acid as brown solid (49%). MS 438 (MH+).